From a dataset of the Open Reaction Database (ORD), a public repository of structured organic reaction records. describe an organic reaction: reactants, conditions, products, and yield Reactants: C(C)(C)(C)OC(=O)N1C[C@H]([C@H](CC1)N[C@H](C)C1=CC=CC=C1)C(F)(F)F ((3R,4S)-4-((R)-1-phenylethylamino)-3-(trifluoromethyl)piperidine-1-carboxylic acid tert-butyl ester). The reagents and catalysts are [Pd] (Pd/C). Solvent: C(C)O (ethanol). Reaction conditions: time 6 hour. Yields the product C(C)(C)(C)OC(=O)N1C[C@H]([C@H](CC1)N)C(F)(F)F ((3R,4S)-4-amino-3-(trifluoromethyl)piperidine-1-carboxylic acid tert-butyl ester). RXN SMILES: [C:1]([O:5][C:6]([N:8]1[CH2:13][CH2:12][C@H:11]([NH:14][C@@H](C2C=CC=CC=2)C)[C@H:10]([C:23]([F:26])([F:25])[F:24])[CH2:9]1)=[O:7])([CH3:4])([CH3:3])[CH3:2]>C(O)C.[Pd]>[C:1]([O:5][C:6]([N:8]1[CH2:13][CH2:12][C@H:11]([NH2:14])[C@H:10]([C:23]([F:26])([F:24])[F:25])[CH2:9]1)=[O:7])([CH3:4])([CH3:2])[CH3:3]. Reported procedure: To a solution of (3R,4S)-4-((R)-1-phenylethylamino)-3-(trifluoromethyl)piperidine-1-carboxylic acid tert-butyl ester (2c) (1 equiv.) in ethanol in a Parr flask is added 10% Pd/C and the reaction is shaken under H2 (50 psi) for 6 hrs. The mixture is then filtered through celites and the filter pad is washed with EtOH. The filtrate is concentrated to give the title compound.